Dataset: the Open Reaction Database (ORD), a public repository of structured organic reaction records. Task: describe an organic reaction: reactants, conditions, products, and yield The reactants are CC1=C(C(=NO1)C1=C(C=CC=C1)C(F)(F)F)C(=O)O (5-methyl-3-(2-(trifluoromethyl)phenyl)isoxazol-4-carboxylic acid), Cl.C(C)N=C=NCCCN(C)C (1-ethyl-3-(dimethylaminopropyl)carbodiimide hydrochloride), FC(C=1C=C(C=CC1)N1CCNCC1)(F)F (1-(3-(trifluoromethyl)phenyl)piperazine). Isolated yield 66.8%. Procedure: In a similar manner as described in Example 1, by using dichloromethane (30 mL), 5-methyl-3-(2-(trifluoromethyl)phenyl)isoxazol-4-carboxylic acid (500 mg, 1.84 mmol), 1-ethyl-3-(dimethylaminopropyl)carbodiimide hydrochloride (388 mg, 2.02 mmol) and 1-(3-(trifluoromethyl)phenyl)piperazine (424 mg, 1.84 mmol), a gel-like required compound (593 mg, 1.23 mmol, 67%) was obtained. Product: CC1=C(C(=NO1)C1=C(C=CC=C1)C(F)(F)F)C(=O)N1CCN(CC1)C1=CC(=CC=C1)C(F)(F)F ((5-methyl-3-(2-(trifluoromethyl)phenyl)isoxazol-4-yl)(4-(3-(trifluoromethyl)phenyl)piperazine-1-yl)methanone). Solvent: ClCCl (dichloromethane). Reaction SMILES: [CH3:1][C:2]1[O:6][N:5]=[C:4]([C:7]2[CH:12]=[CH:11][CH:10]=[CH:9][C:8]=2[C:13]([F:16])([F:15])[F:14])[C:3]=1[C:17]([OH:19])=O.Cl.C(N=C=NCCCN(C)C)C.[F:32][C:33]([F:47])([F:46])[C:34]1[CH:35]=[C:36]([N:40]2[CH2:45][CH2:44][NH:43][CH2:42][CH2:41]2)[CH:37]=[CH:38][CH:39]=1>ClCCl>[CH3:1][C:2]1[O:6][N:5]=[C:4]([C:7]2[CH:12]=[CH:11][CH:10]=[CH:9][C:8]=2[C:13]([F:14])([F:15])[F:16])[C:3]=1[C:17]([N:43]1[CH2:42][CH2:41][N:40]([C:36]2[CH:37]=[CH:38][CH:39]=[C:34]([C:33]([F:46])([F:47])[F:32])[CH:35]=2)[CH2:45][CH2:44]1)=[O:19] |f:1.2|.